This data is from the Open Reaction Database (ORD), a public repository of structured organic reaction records. The task is: describe an organic reaction: reactants, conditions, products, and yield Starting materials: C(C1=CC=CC=C1)(C1=CC=CC=C1)NC(=O)C=1C(=NC(=NC1)N1N=CC(=C1)P(OCC)(=O)C)O (Ethyl 1-(5-(benzhydrylcarbamoyl)-4-hydroxypyrimidin-2-yl)-1H-pyrazol-4-yl(methyl)phosphinate), [OH-].[Na+] (NaOH). Run in O1CCOCC1 (dioxane), O (water). Conditions: temperature 80 celsius. Yields the product C(C1=CC=CC=C1)(C1=CC=CC=C1)NC(=O)C=1C(=NC(=NC1)N1N=CC(=C1)P(O)(=O)C)O (1-(5-(benzhydrylcarbamoyl)-4-hydroxypyrimidin-2-yl)-1H-pyrazol-4-yl(methyl)phosphinic acid). Reaction SMILES: [CH:1]([NH:14][C:15]([C:17]1[C:18]([OH:34])=[N:19][C:20]([N:23]2[CH:27]=[C:26]([P:28]([CH3:33])(=[O:32])[O:29]CC)[CH:25]=[N:24]2)=[N:21][CH:22]=1)=[O:16])([C:8]1[CH:13]=[CH:12][CH:11]=[CH:10][CH:9]=1)[C:2]1[CH:7]=[CH:6][CH:5]=[CH:4][CH:3]=1.[OH-].[Na+]>O1CCOCC1.O>[CH:1]([NH:14][C:15]([C:17]1[C:18]([OH:34])=[N:19][C:20]([N:23]2[CH:27]=[C:26]([P:28]([CH3:33])(=[O:29])[OH:32])[CH:25]=[N:24]2)=[N:21][CH:22]=1)=[O:16])([C:2]1[CH:7]=[CH:6][CH:5]=[CH:4][CH:3]=1)[C:8]1[CH:9]=[CH:10][CH:11]=[CH:12][CH:13]=1 |f:1.2|. Reported procedure: The product of step D, 1-1-d, (500 mg, 1.05 mmol) was dissolved in 10 mL of dioxane and treated with 2 mL of 5N NaOH. The mixture was heated at 80° C. for 30 min. The mixture was then diluted with water and extracted with dichloromethane. The aqueous layer was adjusted to pH=5 with AcOH and evaporated to dryness. The residue was used for prep-HPLC to afford the product, 1-1, (130 mg, 28%). 1H NMR (300 MHz, DMSO-d6): δ 10.38 (br, 1H), 8.79 (s, 1H), 8.48 (s, 1H), 8.18 (s, 1H), 7.37 (m, 10H), 6.29 ...